Dataset: the Open Reaction Database (ORD), a public repository of structured organic reaction records. Task: describe an organic reaction: reactants, conditions, products, and yield Reactants: [OH-].[K+] (KOH), COC([C@@](N)(CC1=CNC2=CC=CC=C12)C)=O ((±)-α-methyltryptophan methyl ester), ester, C1CN(CC(N1)C(=O)O)CCCP(=O)(O)O (carboxypeptidase P). Solvent: P(=O)([O-])([O-])[O-].[Na+].[Na+].[Na+] (sodium phosphate). Run at time 2 hour. Yields the product COC([C@](N)(CC1=CNC2=CC=CC=C12)C)=O ((R)-α-methyltryptophan methyl ester). The yield is 38826.2%. RXN SMILES: [CH3:1][O:2][C:3](=[O:17])[C@:4]([CH3:16])([CH2:6][C:7]1[C:15]2[C:10](=[CH:11][CH:12]=[CH:13][CH:14]=2)[NH:9][CH:8]=1)[NH2:5].C1NC(C(O)=O)CN(CCCP(O)(O)=O)C1.[OH-].[K+]>P([O-])([O-])([O-])=O.[Na+].[Na+].[Na+]>[CH3:1][O:2][C:3](=[O:17])[C@@:4]([CH3:16])([CH2:6][C:7]1[C:15]2[C:10](=[CH:11][CH:12]=[CH:13][CH:14]=2)[NH:9][CH:8]=1)[NH2:5] |f:2.3,4.5.6.7|. Reported procedure: To a suspension of (±)-α-methyltryptophan methyl ester (102.8 mg, 0.443 mmol) in 25 mL of 50 mM sodium phosphate buffer pH 6.0 was added carboxypeptidase P from Penicillium janthinellum (3.2 rag of protein). The resulting suspension was stirred at ambient temperature. After 2 h, 50% conversion was observed by HPLC (C18 column, 254 nm detection, acid tR =9.0 min and ester tR =11.9 min). The reaction was adjusted to pH 10 by the addition of 2N KOH and then was extracted with 3×25 mL ethyl acetate....